From a dataset of the Open Reaction Database (ORD), a public repository of structured organic reaction records. describe an organic reaction: reactants, conditions, products, and yield Starting materials: BrCl (BrCl), BrCl (BrCl), P (phosphine), C1(=CC=CC=C1)P(C1=CC=CC=C1)C1=CC=CC=C1 (triphenylphosphine), CO.C(CCl)Cl (methanol EDC). Conditions: time 30 minute. The product is C1(=CC=CC=C1)P(C1=CC=CC=C1)(C1=CC=CC=C1)=O (triphenylphospine oxide). Isolated yield 95.0%. As a reaction SMILES: [C:1]1([P:7]([C:14]2[CH:19]=[CH:18][CH:17]=[CH:16][CH:15]=2)[C:8]2[CH:13]=[CH:12][CH:11]=[CH:10][CH:9]=2)[CH:6]=[CH:5][CH:4]=[CH:3][CH:2]=1.BrCl.P.C[OH:24].C(Cl)CCl>>[C:14]1([P:7](=[O:24])([C:1]2[CH:2]=[CH:3][CH:4]=[CH:5][CH:6]=2)[C:8]2[CH:13]=[CH:12][CH:11]=[CH:10][CH:9]=2)[CH:15]=[CH:16][CH:17]=[CH:18][CH:19]=1 |f:3.4|. Reported procedure: A solution of triphenylphosphine (2.62 g, 10 mmol) in a methanol-EDC mixture (100 mL, 50:50, Vol.) was placed in a 250-mL round bottom flask and cooled in an ice bath. Stabilized BrCl (15 wt. % solution, 7.5 mL, 12 mmol) was added dropwise to the homogeneous phosphine solution. The reddish-brown color of the BrCl solution disappeared instantaneously as it was added. An orange color persisted during the addition of the last 0.5 mL, indicating total conversion. The reaction mixture was allowed to ... The reactants are CCOC(=O)C1CCN(c2ccc(C(=O)Nc3ccc(C)c(I)c3)cn2)CC1, CCOC(=O)C1CCN(c2ccc(C(=O)Nc3ccc(-c4ccccc4)c(C)c3)cn2)CC1, COc1ccc(B(O)O)cc1. Product: CCOC(=O)C1CCN(c2ccc(C(=O)Nc3ccc(C)c(-c4ccc(OC)cc4)c3)cn2)CC1. Reaction SMILES: [CH2:1]([CH3:2])[O:3][C:4](=[O:5])[CH:6]1[CH2:7][CH2:8][N:9]([c:12]2[n:13][cH:14][c:15]([C:18]([NH:19][c:20]3[cH:21][c:22]([I:27])[c:23]([CH3:26])[cH:24][cH:25]3)=[O:28])[cH:16][cH:17]2)[CH2:10][CH2:11]1.[CH2:40]([O:41][C:42]([CH:43]1[CH2:44][CH2:45][N:46]([c:47]2[cH:48][cH:49][c:50]([C:51](=[O:52])[NH:53][c:54]3[cH:55][cH:56][c:57](-[c:58]4[cH:59][cH:60][cH:61][cH:62][cH:63]4)[c:64]([CH3:65])[cH:66]3)[cH:67][n:68]2)[CH2:69][CH2:70]1)=[O:71])[CH3:72].[CH3:29][O:30][c:31]1[cH:32][cH:33][c:34]([B:37]([OH:38])[OH:39])[cH:35][cH:36]1>>[CH2:1]([CH3:2])[O:3][C:4](=[O:5])[CH:6]1[CH2:7][CH2:8][N:9]([c:12]2[n:13][cH:14][c:15]([C:18]([NH:19][c:20]3[cH:21][c:22](-[c:34]4[cH:33][cH:32][c:31]([O:30][CH3:29])[cH:36][cH:35]4)[c:23]([CH3:26])[cH:24][cH:25]3)=[O:28])[cH:16][cH:17]2)[CH2:10][CH2:11]1. Reactants: BrC1=CC=C2C=CNC2=C1 (6-bromoindole), C(C)(C)(C)[Li] (tert-butyllithium), [H-].[K+] (potassium hydride), oil, ClC1=C(C=C(C(=O)N(C)OC)C=C1)S(N)(=O)=O (4-chloro-N-methoxy-N-methyl-3-sulfamoyl-benzamide). Run in O1CCCC1 (tetrahydrofuran), O1CCCC1 (tetrahydrofuran), hexanes, O1CCCC1 (tetrahydrofuran). Run at temperature 0 celsius, time 15 minute. The product is ClC1=C(C=C(C=C1)C(=O)C1=CC=C2C=CNC2=C1)S(=O)(=O)N (2-chloro-5-(1H-indole-6-carbonyl)-benzenesulfonamide). As a reaction SMILES: [H-].[K+].Br[C:4]1[CH:12]=[C:11]2[C:7]([CH:8]=[CH:9][NH:10]2)=[CH:6][CH:5]=1.C([Li])(C)(C)C.[Cl:18][C:19]1[CH:30]=[CH:29][C:22]([C:23](N(OC)C)=[O:24])=[CH:21][C:20]=1[S:31](=[O:34])(=[O:33])[NH2:32]>O1CCCC1>[Cl:18][C:19]1[CH:30]=[CH:29][C:22]([C:23]([C:4]2[CH:12]=[C:11]3[C:7]([CH:8]=[CH:9][NH:10]3)=[CH:6][CH:5]=2)=[O:24])=[CH:21][C:20]=1[S:31]([NH2:32])(=[O:34])=[O:33] |f:0.1|. Reported procedure: A dispersion of potassium hydride in oil (33.15 mmol) is washed with hexanes under argon then tetrahydrofuran (310 mL) is added at 0° C. and the resulting suspension is treated by dropwise addition of 6.77 g of 6-bromoindole in tetrahydrofuran (61 mL). The reaction mixture is stirred at 0° C. for 15 min to give a yellow solution. A solution of 44.2 mL of tert-butyllithium (1.5 M in pentane) is added slowly at −78° C. while maintaining the temperature below −75° C. to produce a yellow suspension.... Starting materials: S(O)(O)(=O)=O (sulfuric acid), C(C1=CC=CC=C1)NCC(C1=CC(=C(C=C1F)OC)OC)O (α-[(benzylamino)methyl]-6-fluoro-3,4-dimethoxybenzyl alcohol), C(C)(=O)[O-].[Na+] (sodium acetate). The solvent is FC(C(=O)O)(F)F (trifluoroacetic acid). Run at time 70 minute. The product is FC1=CC(=C(C=C1C1CNCC2=CC=CC=C12)OC)OC (4-(6-fluoro-3,4-dimethoxyphenyl)-1,2,3,4-tetrahydroisoquinoline). Isolated yield 100.3%. Reaction SMILES: [CH2:1]([NH:8][CH2:9][CH:10](O)[C:11]1[C:16]([F:17])=[CH:15][C:14]([O:18][CH3:19])=[C:13]([O:20][CH3:21])[CH:12]=1)[C:2]1[CH:7]=[CH:6][CH:5]=[CH:4][CH:3]=1.S(=O)(=O)(O)O.C([O-])(=O)C.[Na+]>FC(F)(F)C(O)=O>[F:17][C:16]1[C:11]([CH:10]2[C:7]3[C:2](=[CH:3][CH:4]=[CH:5][CH:6]=3)[CH2:1][NH:8][CH2:9]2)=[CH:12][C:13]([O:20][CH3:21])=[C:14]([O:18][CH3:19])[CH:15]=1 |f:2.3|. Reported procedure: α-[(benzylamino)methyl]-6-fluoro-3,4-dimethoxybenzyl alcohol (1.25 g) was dissolved in 8.75 ml of trifluoroacetic acid, and after adding thereto 0.37 ml of conc. sulfuric acid under ice-cooling, the mixture was stirred for 70 minutes. Then, 1.07 g of sodium acetate was added to the mixture, and the reaction mixture was concentrated. To the residue was added chloroform and water, and the mixture was basified by addition of conc. aqueous ammonia under ice-cooling. By a separating procedure, the ch... Reactants: CCN=C=NCCCN(C)C, CC#N, Cl, NC(Cc1ccc(C(F)(F)F)cc1)C(O)c1ccc(F)cc1, O, On1nnc2ccccc21, O=C(O)c1cccc2cccnc12. Reaction SMILES: [CH2:37]([N:38]=[C:39]=[N:40][CH2:41][CH2:42][CH2:43][N:44]([CH3:45])[CH3:46])[CH3:47].[CH3:58][C:59]#[N:60].[ClH:36].[NH2:1][CH:2]([CH:3]([OH:4])[c:5]1[cH:6][cH:7][c:8]([F:11])[cH:9][cH:10]1)[CH2:12][c:13]1[cH:14][cH:15][c:16]([C:19]([F:20])([F:21])[F:22])[cH:17][cH:18]1.[OH2:61].[OH:48][n:49]1[c:50]2[cH:51][cH:52][cH:53][cH:54][c:55]2[n:56][n:57]1.[n:23]1[cH:24][cH:25][cH:26][c:27]2[cH:28][cH:29][cH:30][c:31]([C:33](=[O:34])[OH:35])[c:32]12>>[NH:1]([CH:2]([CH:3]([OH:4])[c:5]1[cH:6][cH:7][c:8]([F:11])[cH:9][cH:10]1)[CH2:12][c:13]1[cH:14][cH:15][c:16]([C:19]([F:20])([F:21])[F:22])[cH:17][cH:18]1)[C:33]([c:31]1[cH:30][cH:29][cH:28][c:27]2[cH:26][cH:25][cH:24][n:23][c:32]21)=[O:34]. Yields the product O=C(NC(Cc1ccc(C(F)(F)F)cc1)C(O)c1ccc(F)cc1)c1cccc2cccnc12. Reactants: CN(C)C(=N)N(C)C, COc1ccc(COC(=O)C=Cc2ccc(OCc3ccc(OC)cc3)cc2)cc1, C[N+](=O)[O-]. Product: COc1ccc(COC(=O)CC(C[N+](=O)[O-])c2ccc(OCc3ccc(OC)cc3)cc2)cc1. Reaction SMILES: [CH3:1][N:2]([CH3:3])[C:4]([N:5]([CH3:6])[CH3:7])=[NH:8].[CH3:9][O:10][c:11]1[cH:12][cH:13][c:14]([CH2:15][O:16][c:17]2[cH:18][cH:19][c:20]([CH:23]=[CH:24][C:25](=[O:26])[O:27][CH2:28][c:29]3[cH:30][cH:31][c:32]([O:35][CH3:36])[cH:33][cH:34]3)[cH:21][cH:22]2)[cH:37][cH:38]1.[N+:39](=[O:40])([O-:41])[CH3:42]>>[CH3:9][O:10][c:11]1[cH:12][cH:13][c:14]([CH2:15][O:16][c:17]2[cH:18][cH:19][c:20]([CH:23]([CH2:24][C:25](=[O:26])[O:27][CH2:28][c:29]3[cH:30][cH:31][c:32]([O:35][CH3:36])[cH:33][cH:34]3)[CH2:42][N+:39](=[O:40])[O-:41])[cH:21][cH:22]2)[cH:37][cH:38]1. The reactants are N1=CC(=CC=C1)CNC(=O)C1=CC2=C(N(C=N2)C2=CC=C(OC3CC(C3)C(=O)OC)C=C2)C=C1 (Methyl 3-(4-{5-[(pyridin-3-ylmethylamino)carbonyl]-1H-benzimidazol-1-yl}phenoxy)cyclobutanecarboxylate), [BH4-].[Na+] (sodium borohydride), CO (Methanol). The solvent is C1CCOC1 (THF). Conditions: temperature 60 celsius, time 48 hour. The product is OCC1CC(C1)OC1=CC=C(C=C1)N1C=NC2=C1C=CC(=C2)C(=O)NCC=2C=NC=CC2 (1-(4-{[3-(hydroxymethyl)cyclobutyl]oxy}phenyl)-N-pyridin-3-ylmethyl-1H-benzimidazole-5-carboxamide). RXN SMILES: [N:1]1[CH:6]=[CH:5][CH:4]=[C:3]([CH2:7][NH:8][C:9]([C:11]2[CH:34]=[CH:33][C:14]3[N:15]([C:18]4[CH:32]=[CH:31][C:21]([O:22][CH:23]5[CH2:26][CH:25]([C:27](OC)=[O:28])[CH2:24]5)=[CH:20][CH:19]=4)[CH:16]=[N:17][C:13]=3[CH:12]=2)=[O:10])[CH:2]=1.[BH4-].[Na+].CO>C1COCC1>[OH:28][CH2:27][CH:25]1[CH2:24][CH:23]([O:22][C:21]2[CH:20]=[CH:19][C:18]([N:15]3[C:14]4[CH:33]=[CH:34][C:11]([C:9]([NH:8][CH2:7][C:3]5[CH:2]=[N:1][CH:6]=[CH:5][CH:4]=5)=[O:10])=[CH:12][C:13]=4[N:17]=[CH:16]3)=[CH:32][CH:31]=2)[CH2:26]1 |f:1.2|. Procedure details: Methyl 3-(4-{5-[(pyridin-3-ylmethylamino)carbonyl]-1H-benzimidazol-1-yl}phenoxy)cyclobutanecarboxylate (150 mg, 0.33 mmol) and sodium borohydride (25 mg, 0.66 mmol) were dissolved in THF (3 mL), put under a N2 atmosphere, and heated to 60° C. Methanol (13 μL, 0.33 mmol) was then added and the reaction was stirred at 60° C. for 48 h. The reaction was cooled to rt and concentrated in vacuo. Methanol (2 mL) was then added followed by sodium hydroxide (3M, 5 mL) and the methanol was removed in vacuo... Reactants: O=C(O)c1ccc(N2CC(F)(F)C2)c(OCC2CC2)n1, Cl, CN1CC(N)CC1=O. The product is CN1CC(NC(=O)c2ccc(N3CC(F)(F)C3)c(OCC3CC3)n2)CC1=O. As a reaction SMILES: [CH:1]1([CH2:4][O:5][c:6]2[c:7]([N:15]3[CH2:16][C:17]([F:19])([F:20])[CH2:18]3)[cH:8][cH:9][c:10]([C:12](=[O:13])[OH:14])[n:11]2)[CH2:2][CH2:3]1.[ClH:21].[NH2:22][CH:23]1[CH2:24][C:25](=[O:29])[N:26]([CH3:28])[CH2:27]1>>[CH:1]1([CH2:4][O:5][c:6]2[c:7]([N:15]3[CH2:16][C:17]([F:19])([F:20])[CH2:18]3)[cH:8][cH:9][c:10]([C:12](=[O:14])[NH:22][CH:23]3[CH2:24][C:25](=[O:29])[N:26]([CH3:28])[CH2:27]3)[n:11]2)[CH2:2][CH2:3]1. Reactants: ClCCl, CI, CN(C)Cc1c[nH]c2ccccc12. Product: C[N+](C)(C)Cc1c[nH]c2ccccc12, [I-]. Reaction SMILES: [CH2:16]([Cl:17])[Cl:18].[CH3:14][I:15].[CH3:1][N:2]([CH3:3])[CH2:4][c:5]1[cH:6][nH:7][c:8]2[cH:9][cH:10][cH:11][cH:12][c:13]12>>[CH3:1][N+:2]([CH3:3])([CH2:4][c:5]1[cH:6][nH:7][c:8]2[cH:9][cH:10][cH:11][cH:12][c:13]12)[CH3:14].[I-:15]. The reactants are CCOC(=O)C(=NOCc1ccc(C)cc1)C(C)=O, CC(=O)O, O=S(=O)(Cl)Cl. Yields the product CCOC(=O)C(=NOCc1ccc(C)cc1)C(=O)CCl. Reaction SMILES: [CH3:1][c:2]1[cH:3][cH:4][c:5]([CH2:6][O:7][N:8]=[C:9]([C:10](=[O:11])[O:12][CH2:13][CH3:14])[C:15]([CH3:16])=[O:17])[cH:18][cH:19]1.[CH3:25][C:26](=[O:27])[OH:28].[S:20]([Cl:21])(=[O:22])([Cl:23])=[O:24]>>[CH3:1][c:2]1[cH:3][cH:4][c:5]([CH2:6][O:7][N:8]=[C:9]([C:10](=[O:11])[O:12][CH2:13][CH3:14])[C:15]([CH2:16][Cl:23])=[O:17])[cH:18][cH:19]1.